Dataset: the Open Reaction Database (ORD), a public repository of structured organic reaction records. Task: describe an organic reaction: reactants, conditions, products, and yield Reactants: C1(=CC=CC=C1)C1=CC=C(C=C1)O (4-phenyl phenol), NC(=O)N (urea). Yields the product C(N)(OC1=CC=C(C=C1)C1=CC=CC=C1)=O ((4-phenylphenyl) Carbamate). The yield is 90.0%. Reaction SMILES: [C:1]1([C:7]2[CH:12]=[CH:11][C:10]([OH:13])=[CH:9][CH:8]=2)[CH:6]=[CH:5][CH:4]=[CH:3][CH:2]=1.[NH2:14][C:15](N)=[O:16]>>[C:15](=[O:16])([O:13][C:10]1[CH:9]=[CH:8][C:7]([C:1]2[CH:2]=[CH:3][CH:4]=[CH:5][CH:6]=2)=[CH:12][CH:11]=1)[NH2:14]. Procedure details: 6298 g of 4-phenyl phenol and 444 g of urea were charged into an autoclave (Toyo Koatsu Inc., Japan) equipped with a thermometer, stirrer, reflux condenser and gas feed tube and having an internal volume of 12 L followed by stirring at normal pressure while bubbling nitrogen gas with a capillary tube at the rate of 100 L/hr and carrying out the reaction at 140° C. When a portion of the reaction liquid was removed 10 hours later and analyzed by liquid chromatography, the formation of (4-phenylphe... Reactants: ClC=1C=C(C=CC1)N1CC(N(CC1)CC1=CC(=C(C=C1)OC)OC)C(=O)N (4-(3-chlorophenyl)-1-[(3,4-dimethoxyphenyl)methyl]-2-piperazinecarboxamide), [H-].[Al+3].[Li+].[H-].[H-].[H-] (lithium aluminum hydride). The product is ClC=1C=C(C=CC1)N1CC(N(CC1)CC1=CC(=C(C=C1)OC)OC)CN (4-(3-Chlorophenyl)-1-[(3,4-dimethoxyphenyl)methyl]-2-piperazinemethanamine). RXN SMILES: [Cl:1][C:2]1[CH:3]=[C:4]([N:8]2[CH2:13][CH2:12][N:11]([CH2:14][C:15]3[CH:20]=[CH:19][C:18]([O:21][CH3:22])=[C:17]([O:23][CH3:24])[CH:16]=3)[CH:10]([C:25]([NH2:27])=O)[CH2:9]2)[CH:5]=[CH:6][CH:7]=1.[H-].[Al+3].[Li+].[H-].[H-].[H-]>>[Cl:1][C:2]1[CH:3]=[C:4]([N:8]2[CH2:13][CH2:12][N:11]([CH2:14][C:15]3[CH:20]=[CH:19][C:18]([O:21][CH3:22])=[C:17]([O:23][CH3:24])[CH:16]=3)[CH:10]([CH2:25][NH2:27])[CH2:9]2)[CH:5]=[CH:6][CH:7]=1 |f:1.2.3.4.5.6|. Procedure: In a manner similar to Preparation 2, react 4-(3-chlorophenyl)-1-[(3,4-dimethoxyphenyl)methyl]-2-piperazinecarboxamide(6.0 g, 15 mmol) with lithium aluminum hydride (1.2 g, 31 mmol) to obtain the title compound.